From a dataset of the Open Reaction Database (ORD), a public repository of structured organic reaction records. describe an organic reaction: reactants, conditions, products, and yield Starting materials: CC(=O)Cl, Fc1cc2nc(COc3ccccc3)n(Cc3ccc(Cl)cc3)c2cc1N1CCNCC1, ClCCl. Product: CC(=O)N1CCN(c2cc3c(cc2F)nc(COc2ccccc2)n3Cc2ccc(Cl)cc2)CC1. As a reaction SMILES: [C:33]([CH3:34])(=[O:35])[Cl:36].[Cl:1][c:2]1[cH:3][cH:4][c:5]([CH2:6][n:7]2[c:8]([CH2:23][O:24][c:25]3[cH:26][cH:27][cH:28][cH:29][cH:30]3)[n:9][c:10]3[c:11]2[cH:12][c:13]([N:17]2[CH2:18][CH2:19][NH:20][CH2:21][CH2:22]2)[c:14]([F:16])[cH:15]3)[cH:31][cH:32]1.[Cl:37][CH2:38][Cl:39]>>[Cl:1][c:2]1[cH:3][cH:4][c:5]([CH2:6][n:7]2[c:8]([CH2:23][O:24][c:25]3[cH:26][cH:27][cH:28][cH:29][cH:30]3)[n:9][c:10]3[c:11]2[cH:12][c:13]([N:17]2[CH2:18][CH2:19][N:20]([C:33]([CH3:34])=[O:35])[CH2:21][CH2:22]2)[c:14]([F:16])[cH:15]3)[cH:31][cH:32]1. Reactants: [OH-].[Na+] (sodium hydroxide), FC(C(=O)OC(C(F)(F)F)=O)(F)F (trifluoroacetic anhydride), C(C)(=O)OC1=CC=C(OCC2=C(C(=O)O)C=CC(=C2)C#N)C=C1 (2-(4-acetoxyphenoxy)methyl-4-cyanobenzoic acid), O (Water). The solvent is C(Cl)Cl (methylene chloride). Run at time 8 hour. Yields the product C(C)(=O)OC1=CC2=C(OCC3=C(C2=O)C=CC(=C3)C#N)C=C1 (2-Acetoxy-8-cyano-11-oxo-6,11-dihydrodibenz[b,e]oxepine). Yield: 55.4%. As a reaction SMILES: FC(F)(F)C(OC(=O)C(F)(F)F)=O.[C:14]([O:17][C:18]1[CH:36]=[CH:35][C:21]([O:22][CH2:23][C:24]2[CH:32]=[C:31]([C:33]#[N:34])[CH:30]=[CH:29][C:25]=2[C:26]([OH:28])=O)=[CH:20][CH:19]=1)(=[O:16])[CH3:15].O.[OH-].[Na+]>C(Cl)Cl>[C:14]([O:17][C:18]1[CH:19]=[CH:20][C:21]2[O:22][CH2:23][C:24]3[CH:32]=[C:31]([C:33]#[N:34])[CH:30]=[CH:29][C:25]=3[C:26](=[O:28])[C:35]=2[CH:36]=1)(=[O:16])[CH3:15] |f:3.4|. Procedure details: 3 ml of trifluoroacetic anhydride and 0.48 g of a trifluoroboran-diethyl ether complex were added to 5.36 g of 2-(4-acetoxyphenoxy)methyl-4-cyanobenzoic acid obtained in Reference example 24 dissolved in 80 ml of methylene chloride and the mixture was stirred at room temperature for 8 hours. Water was added to the reaction mixture, the mixture was neutralized with a 1N-sodium hydroxide aqueous solution and crystals precipitated were extracted with chloroform. Then, the organic layer was dried ov... Reactants: Cc1ccccc1, CCOC(C)=O, C[Al](C)C, COC(=O)C1CCC(c2nc(-c3cc4ccccc4[nH]3)c3c(N)nccn23)CC1, Nc1cccnc1, [Na+], [OH-]. Product: Nc1nccn2c(C3CCC(C(=O)Nc4cccnc4)CC3)nc(-c3cc4ccccc4[nH]3)c12. As a reaction SMILES: [CH3:43][c:44]1[cH:45][cH:46][cH:47][cH:48][cH:49]1.[CH3:50][CH2:51][O:52][C:53](=[O:54])[CH3:55].[CH3:8][Al:9]([CH3:10])[CH3:11].[NH2:12][c:13]1[c:14]2[n:15]([cH:16][cH:17][n:18]1)[c:19]([CH:31]1[CH2:32][CH2:33][CH:34]([C:37](=[O:38])[O:39][CH3:40])[CH2:35][CH2:36]1)[n:20][c:21]2-[c:22]1[nH:23][c:24]2[cH:25][cH:26][cH:27][cH:28][c:29]2[cH:30]1.[NH2:1][c:2]1[cH:3][n:4][cH:5][cH:6][cH:7]1.[Na+:42].[OH-:41]>>[NH:1]([c:2]1[cH:3][n:4][cH:5][cH:6][cH:7]1)[C:37]([CH:34]1[CH2:33][CH2:32][CH:31]([c:19]2[n:15]3[c:14]([c:13]([NH2:12])[n:18][cH:17][cH:16]3)[c:21](-[c:22]3[nH:23][c:24]4[cH:25][cH:26][cH:27][cH:28][c:29]4[cH:30]3)[n:20]2)[CH2:36][CH2:35]1)=[O:38]. Reactants: NC1=C(C=C(C(CBr)=O)C=C1Cl)Cl (4-amino-3,5-dichlorophenacyl bromide), C[C@H](CCC1=CC=C(C=C1)C(=O)N)N ((R)-1-methyl-3-(4-aminocarbonylphenyl)propylamine). Solvent: C(Cl)(Cl)Cl (chloroform). Yields the product NC1=C(C=C(C(CN([C@@H](CCC2=CC=C(C(=O)N)C=C2)C)CC(C2=CC(=C(C(=C2)Cl)N)Cl)O)O)C=C1Cl)Cl (p-[(R)-3-[bis-[(RS)-4-amino-3,5-dichloro-β-hydroxyphenethyl]amino]butyl]benzamide). Reaction SMILES: [NH2:1][C:2]1[C:11]([Cl:12])=[CH:10][C:5]([C:6](=[O:9])[CH2:7]Br)=[CH:4][C:3]=1[Cl:13].[CH3:14][C@@H:15]([NH2:27])[CH2:16][CH2:17][C:18]1[CH:23]=[CH:22][C:21]([C:24]([NH2:26])=[O:25])=[CH:20][CH:19]=1>C(Cl)(Cl)Cl>[NH2:1][C:2]1[C:11]([Cl:12])=[CH:10][C:5]([CH:6]([OH:9])[CH2:7][N:27]([CH2:7][CH:6]([OH:9])[C:5]2[CH:4]=[C:3]([Cl:13])[C:2]([NH2:1])=[C:11]([Cl:12])[CH:10]=2)[C@H:15]([CH3:14])[CH2:16][CH2:17][C:18]2[CH:23]=[CH:22][C:21]([C:24]([NH2:26])=[O:25])=[CH:20][CH:19]=2)=[CH:4][C:3]=1[Cl:13]. Procedure: A mixture of 13.6 g of 4-amino-3,5-dichlorophenacyl bromide and 4.6 g of (R)-1-methyl-3-(4-aminocarbonylphenyl)propylamine in 100 ml of chloroform was warmed to 50° for 3 hours. The mixture was evaporated in vacuo, the residue was dissolved in 200 ml of methanol was 70 ml of water and a solution of 3.0 g of sodium borohydride in 20 ml of water was added dropwise thereto while cooling with ice and stirring so that the temperature did not rise above 20°. After completion of the addition, the mixtu... Reactants: ClC1=NC(=NC(=C1C(=O)O)Cl)SC (4,6-dichloro-2-methylsulfanylpyrimidine-5-carboxylic acid), S(=O)(Cl)Cl (thionyl chloride). Run at time 18 hour. The product is ClC1=NC(=NC(=C1C(=O)Cl)Cl)SC (4,6-dichloro-2-methylsulfanylpyrimidine-5-carbonyl chloride). The yield is 100.0%. As a reaction SMILES: [Cl:1][C:2]1[C:7]([C:8](O)=[O:9])=[C:6]([Cl:11])[N:5]=[C:4]([S:12][CH3:13])[N:3]=1.S(Cl)([Cl:16])=O>>[Cl:1][C:2]1[C:7]([C:8]([Cl:16])=[O:9])=[C:6]([Cl:11])[N:5]=[C:4]([S:12][CH3:13])[N:3]=1. Procedure details: 10 g of 4,6-dichloro-2-methylsulfanylpyrimidine-5-carboxylic acid (41.83 mmol) are placed in 61 ml of thionyl chloride (836.54 mmol) with stirring. After 18 hours at 80° C., the thionyl chloride is evaporated off and the residue is taken up twice with 15 ml of toluene and concentrated to give 10.77 g of 4,6-dichloro-2-methylsulfanylpyrimidine-5-carbonyl chloride. The reactants are COC=1C=C(C=CC1)CCN (3-methoxy-benzeneethanamine), C1(CCCCC1)CC(=O)O (cyclohexylacetic acid). The solvent is C(C)(=O)OCC (ethyl acetate). Conditions: temperature 30 celsius. Yields the product COC=1C=C(C=CC1)CCNC(CC1CCCCC1)=O (N-[2-(3-methoxyphenyl)-ethyl]cyclohexane-acetamide). The yield is 72.4%. As a reaction SMILES: [CH3:1][O:2][C:3]1[CH:4]=[C:5]([CH2:9][CH2:10][NH2:11])[CH:6]=[CH:7][CH:8]=1.[CH:12]1([CH2:18][C:19](O)=[O:20])[CH2:17][CH2:16][CH2:15][CH2:14][CH2:13]1>C(OCC)(=O)C>[CH3:1][O:2][C:3]1[CH:4]=[C:5]([CH2:9][CH2:10][NH:11][C:19](=[O:20])[CH2:18][CH:12]2[CH2:17][CH2:16][CH2:15][CH2:14][CH2:13]2)[CH:6]=[CH:7][CH:8]=1. Procedure details: A stirred mixture of 20 g of 3-methoxy-benzeneethanamine and 15.2 g of cyclohexylacetic acid was heated at 190°-200° C. under an inert atmosphere for 45 minutes and was then cooled to 30° C. The product was dissolved in ethyl acetate and the solution was washed successively with N sodium hydroxide solution, N hydrochloric acid and water and was evaporated to dryness. The 29 g of oil residue was crystallized from petroleum ether (b.p.=40°-70° C.) and the product was dried to obtain 21.3 g of N-[2... The reactants are C(C1=CC=CC=C1)OC[C@H](C(=O)N1CC2(C(CN(C2=O)C)C2=CC=C(C=C2)C)CCC1)NC(C(C)(C)NC(OC(C)(C)C)=O)=O (tert-butyl 1-((2R)-3-(benzyloxy)-1-(2-methyl-1-oxo-4-p-tolyl-2,7-diazaspiro[4.5]decan-7-yl)-1-oxopropan-2-ylamino)-2-methyl-1-oxopropan-2-ylcarbamate), C(=O)(C(F)(F)F)O (TFA), [OH-].[Na+] (NaOH). The solvent is C(Cl)Cl (DCM). Run at temperature 7.5 celsius, time 8 hour. Yields the product NC(C(=O)N[C@@H](C(=O)N1CC2(C(CN(C2=O)C)C2=CC=C(C=C2)C)CCC1)COCC1=CC=CC=C1)(C)C (2-Amino-N-((2R)-3-(benzyloxy)-1-(2-methyl-1-oxo-4-p-tolyl-2,7-diazaspiro[4.5]decan-7-yl)-1-oxopropan-2-yl)-2-methylpropanamide). Reaction SMILES: [CH2:1]([O:8][CH2:9][C@@H:10]([NH:32][C:33](=[O:45])[C:34]([NH:37]C(=O)OC(C)(C)C)([CH3:36])[CH3:35])[C:11]([N:13]1[CH2:31][CH2:30][CH2:29][C:15]2([C:19](=[O:20])[N:18]([CH3:21])[CH2:17][CH:16]2[C:22]2[CH:27]=[CH:26][C:25]([CH3:28])=[CH:24][CH:23]=2)[CH2:14]1)=[O:12])[C:2]1[CH:7]=[CH:6][CH:5]=[CH:4][CH:3]=1.C(O)(C(F)(F)F)=O.[OH-].[Na+]>C(Cl)Cl>[NH2:37][C:34]([CH3:36])([CH3:35])[C:33]([NH:32][C@H:10]([CH2:9][O:8][CH2:1][C:2]1[CH:7]=[CH:6][CH:5]=[CH:4][CH:3]=1)[C:11]([N:13]1[CH2:31][CH2:30][CH2:29][C:15]2([C:19](=[O:20])[N:18]([CH3:21])[CH2:17][CH:16]2[C:22]2[CH:27]=[CH:26][C:25]([CH3:28])=[CH:24][CH:23]=2)[CH2:14]1)=[O:12])=[O:45] |f:2.3|. Reported procedure: To a stirred solution of tert-butyl 1-((2R)-3-(benzyloxy)-1-(2-methyl-1-oxo-4-p-tolyl-2,7-diazaspiro[4.5]decan-7-yl)-1-oxopropan-2-ylamino)-2-methyl-1-oxopropan-2-ylcarbamate (302 mg, 0.486 mmol) in DCM (3 ml) was added TFA (562 I, 7.30 mmol) at 5° C. The reaction mixture was then left to stir at 5-10° C. overnight. The reaction mixture was added to 2M NaOH (2 ml) and extracted with DCM (3×5 ml). The extracts were washed with brine (5 ml), dried (MgSO4) and concentrated to give the mixture of di... Starting materials: FC1=C(C(=O)O)C(=CC(=C1)F)F (2,4,6-trifluorobenzoic acid), [OH-].[Na+] (sodium hydroxide). The solvent is CN1C(CCC1)=O (1-methyl-2-pyrrolidone). Reaction conditions: temperature 130 celsius, time 3 hour. Product: FC=1C=C(C(C(=O)O)=C(C1)F)O (4,6-difluorosalicylic acid). The yield is 84.3%. As a reaction SMILES: [F:1][C:2]1[CH:10]=[C:9]([F:11])[CH:8]=[C:7](F)[C:3]=1[C:4]([OH:6])=[O:5].[OH-:13].[Na+]>CN1CCCC1=O>[F:11][C:9]1[CH:8]=[C:7]([OH:13])[C:3](=[C:2]([F:1])[CH:10]=1)[C:4]([OH:6])=[O:5] |f:1.2|. Reported procedure: 1.76 g (0.01 mole) of 2,4,6-trifluorobenzoic acid, 1.62 g (0.04 mole) of powdery 99% sodium hydroxide and 20 ml of 1-methyl-2-pyrrolidone were fed into a 100-ml four-necked flask provided with a thermometer, a stirrer and a reflux condenser. The mixture was stirred at 130° C. for 3 hours to give rise to a reaction. Then, the same post-treatment as in Example 2 was conducted to obtain 1.47 g of 4,6-difluorosalicylic acid. The isolated yield was 84.3% relative to the 2,4,6-trifluorobenzoic acid us...